This data is from the Open Reaction Database (ORD), a public repository of structured organic reaction records. The task is: describe an organic reaction: reactants, conditions, products, and yield The reactants are N#CCCCCc1cnn2c(O)nc(SCc3ccccc3)nc12, CN(C)c1ccccc1, O=P(Cl)(Cl)Cl. Yields the product N#CCCCCc1cnn2c(Cl)nc(SCc3ccccc3)nc12. As a reaction SMILES: [CH2:1]([c:2]1[cH:3][cH:4][cH:5][cH:6][cH:7]1)[S:8][c:9]1[n:10][c:11]2[n:12]([c:13]([OH:15])[n:14]1)[n:16][cH:17][c:18]2[CH2:19][CH2:20][CH2:21][CH2:22][C:23]#[N:24].[CH3:25][N:26]([c:27]1[cH:28][cH:29][cH:30][cH:31][cH:32]1)[CH3:33].[P:34]([Cl:35])([Cl:36])([Cl:37])=[O:38]>>[CH2:1]([c:2]1[cH:3][cH:4][cH:5][cH:6][cH:7]1)[S:8][c:9]1[n:10][c:11]2[n:12]([c:13]([Cl:36])[n:14]1)[n:16][cH:17][c:18]2[CH2:19][CH2:20][CH2:21][CH2:22][C:23]#[N:24]. Reactants: CN(C1=C(C=C(C=C1[N+](=O)[O-])C(F)(F)F)[N+](=O)[O-])CC(OC)OC (N-Methyl-N-(2,2-dimethoxyethyl)-2,6-dinitro-4-trifluoromethylaniline), C(CO)O (ethylene glycol), C1(=CC=C(C=C1)S(=O)(=O)O)C (para-toluenesulfonic acid). Solvent: C(C)(=O)OCC (ethyl acetate). Reaction conditions: temperature 120 celsius, time 1 hour. Product: CN(C1=C(C=C(C=C1[N+](=O)[O-])C(F)(F)F)[N+](=O)[O-])CC1OCCO1 (N-methyl-N-1,3-dioxolan-2-ylmethyl-2,6-dinitro-4-trifluoromethylaniline). RXN SMILES: [CH3:1][N:2]([CH2:19][CH:20]([O:23][CH3:24])[O:21][CH3:22])[C:3]1[C:8]([N+:9]([O-:11])=[O:10])=[CH:7][C:6]([C:12]([F:15])([F:14])[F:13])=[CH:5][C:4]=1[N+:16]([O-:18])=[O:17].C(O)CO.C1(C)C=CC(S(O)(=O)=O)=CC=1>C(OCC)(=O)C>[CH3:1][N:2]([CH2:19][CH:20]1[O:23][CH2:24][CH2:22][O:21]1)[C:3]1[C:8]([N+:9]([O-:11])=[O:10])=[CH:7][C:6]([C:12]([F:14])([F:15])[F:13])=[CH:5][C:4]=1[N+:16]([O-:18])=[O:17]. Reported procedure: N-Methyl-N-(2,2-dimethoxyethyl)-2,6-dinitro-4-trifluoromethylaniline (3.2 grams; 0.0915 mole), ethylene glycol 0.57 grams; 0.0915 mole), para-toluenesulfonic acid (200 mg) and ethyl acetate were charged into a glass reaction vessel equipped with a stirrer, heating mantle, reflux condenser and thermometer. The reaction mixture was heated at 120° C. with stirring for one hour. After this time the mixture was cooled to room temperature and washed with aqueous sodium bicarbonate. The washed solution... The reactants are O1COC2=CC(CC=C)=CC=C12 (safrole), ClC=1C=C(C(=O)OO)C=CC1 (m-chloroperoxybenzoic acid). Solvent: C(Cl)Cl (methylene dichloride). The product is O1COC2=CC(CC3CO3)=CC=C12 (Safrole oxide). Reaction SMILES: [O:1]1[C:12]2[C:4](=[CH:5][C:6](=[CH:10][CH:11]=2)[CH2:7][CH:8]=[CH2:9])[O:3][CH2:2]1.ClC1C=C(C=CC=1)C(OO)=[O:18]>C(Cl)Cl>[O:1]1[C:12]2[C:4](=[CH:5][C:6](=[CH:10][CH:11]=2)[CH2:7][CH:8]2[O:18][CH2:9]2)[O:3][CH2:2]1. Reported procedure: Safrole oxide was prepared by stirring a solution of safrole (1.48 mL, 10 mmol) and m-chloroperoxybenzoic acid (2.70 g, 11 mmol) in methylene dichloride (25 mL) overnight. The reaction was quenched by pouring into water (50 mL). The aqueous was extracted with ether (3×25 mL). The organic layers were combined and washed with 10% aqueous sodium sulfate (2×25 mL), saturated aqueous sodium bicarbonate (3×25 mL), and brine (25 mL). The organic phase was dried over magnesium sulfate and the solvents w...